Dataset: the Open Reaction Database (ORD), a public repository of structured organic reaction records. Task: describe an organic reaction: reactants, conditions, products, and yield Starting materials: Cc1ccccc1, O=C(C=P(c1ccccc1)(c1ccccc1)c1ccccc1)N1CCCCC1, COc1ccc(N2C(=O)C3=C(SCCS3)C2O)cc1. Yields the product COc1ccc(N2C(=O)C3=C(SCCS3)C2CC(=O)N2CCCCC2)cc1. RXN SMILES: [CH3:48][c:49]1[cH:50][cH:51][cH:52][cH:53][cH:54]1.[N:20]1([C:26](=[O:27])[CH:28]=[P:29]([c:30]2[cH:31][cH:32][cH:33][cH:34][cH:35]2)([c:36]2[cH:37][cH:38][cH:39][cH:40][cH:41]2)[c:42]2[cH:43][cH:44][cH:45][cH:46][cH:47]2)[CH2:21][CH2:22][CH2:23][CH2:24][CH2:25]1.[OH:1][CH:2]1[N:3]([c:12]2[cH:13][cH:14][c:15]([O:18][CH3:19])[cH:16][cH:17]2)[C:4](=[O:11])[C:5]2=[C:6]1[S:7][CH2:8][CH2:9][S:10]2>>[CH:2]1([CH2:28][C:26]([N:20]2[CH2:21][CH2:22][CH2:23][CH2:24][CH2:25]2)=[O:27])[N:3]([c:12]2[cH:13][cH:14][c:15]([O:18][CH3:19])[cH:16][cH:17]2)[C:4](=[O:11])[C:5]2=[C:6]1[S:7][CH2:8][CH2:9][S:10]2. The reactants are CC1(C)OB(c2cn[nH]c2)OC1(C)C, N#Cc1ccc(C2(c3ccc(Cl)cc3)CCNCC2)cc1, c1ccc(P(c2ccccc2)(c2ccccc2)[Pd](P(c2ccccc2)(c2ccccc2)c2ccccc2)(P(c2ccccc2)(c2ccccc2)c2ccccc2)P(c2ccccc2)(c2ccccc2)c2ccccc2)cc1. The product is N#Cc1ccc(C2(c3ccc(-c4cn[nH]c4)cc3)CCNCC2)cc1. As a reaction SMILES: [CH3:22][C:23]1([CH3:24])[C:25]([CH3:26])([CH3:27])[O:28][B:29]([c:30]2[cH:31][n:32][nH:33][cH:34]2)[O:35]1.[Cl:1][c:2]1[cH:3][cH:4][c:5]([C:8]2([c:14]3[cH:15][cH:16][c:17]([C:18]#[N:19])[cH:20][cH:21]3)[CH2:9][CH2:10][NH:11][CH2:12][CH2:13]2)[cH:6][cH:7]1.[cH:36]1[cH:37][cH:38][c:39]([P:40]([Pd:41]([P:42]([c:43]2[cH:44][cH:45][cH:46][cH:47][cH:48]2)([c:49]2[cH:50][cH:51][cH:52][cH:53][cH:54]2)[c:55]2[cH:56][cH:57][cH:58][cH:59][cH:60]2)([P:61]([c:62]2[cH:63][cH:64][cH:65][cH:66][cH:67]2)([c:68]2[cH:69][cH:70][cH:71][cH:72][cH:73]2)[c:74]2[cH:75][cH:76][cH:77][cH:78][cH:79]2)[P:80]([c:81]2[cH:82][cH:83][cH:84][cH:85][cH:86]2)([c:87]2[cH:88][cH:89][cH:90][cH:91][cH:92]2)[c:93]2[cH:94][cH:95][cH:96][cH:97][cH:98]2)([c:99]2[cH:100][cH:101][cH:102][cH:103][cH:104]2)[c:105]2[cH:106][cH:107][cH:108][cH:109][cH:110]2)[cH:111][cH:112]1>>[c:2]1(-[c:30]2[cH:31][nH:32][n:33][cH:34]2)[cH:3][cH:4][c:5]([C:8]2([c:14]3[cH:15][cH:16][c:17]([C:18]#[N:19])[cH:20][cH:21]3)[CH2:9][CH2:10][NH:11][CH2:12][CH2:13]2)[cH:6][cH:7]1. Reactants: O1CCOCCOCCOCCOCCOCC1 (1,4,7,10,13,16-hexaoxacyclooctadecane), 3-hydroxy, [F-].[K+] (KF), C1(CC1)CN1C(C(N=C(C2=C1C=CC(=C2)Cl)C2=CC=CC=C2)OS(=O)(=O)C2=CC=C(C=C2)C)=O (1-cyclopropylmethyl-3-p-toluenesulfonyloxy-5-phenyl-7-chloro-2,3-dihydro-1H-1,4-benzodiazepin-2-one). Run in C(C)#N (acetonitrile), C(C)#N (acetonitrile). Run at time 30 minute. Yields the product C1(CC1)CN1C(C(N=C(C2=C1C=CC(=C2)Cl)C2=CC=CC=C2)F)=O (1-cyclopropylmethyl-3-fluoro-5-phenyl-7-chloro-2,3-dihydro-1H-1,4-benzodiazepin-2-one). RXN SMILES: O1CCOCCOCCOCCOCCOCC1.[F-:19].[K+].[CH:21]1([CH2:24][N:25]2[C:31]3[CH:32]=[CH:33][C:34]([Cl:36])=[CH:35][C:30]=3[C:29]([C:37]3[CH:42]=[CH:41][CH:40]=[CH:39][CH:38]=3)=[N:28][CH:27](OS(C3C=CC(C)=CC=3)(=O)=O)[C:26]2=[O:54])[CH2:23][CH2:22]1>C(#N)C>[CH:21]1([CH2:24][N:25]2[C:31]3[CH:32]=[CH:33][C:34]([Cl:36])=[CH:35][C:30]=3[C:29]([C:37]3[CH:42]=[CH:41][CH:40]=[CH:39][CH:38]=3)=[N:28][CH:27]([F:19])[C:26]2=[O:54])[CH2:23][CH2:22]1 |f:1.2|. Procedure: To 5.4 g. of 1,4,7,10,13,16-hexaoxacyclooctadecane dissolved in 50 ml. of dry acetonitrile is added, with stirring, 1.4 g. of anhydrous KF. After 30 minutes, 4.95 g. of 1-cyclopropylmethyl-3-p-toluenesulfonyloxy-5-phenyl-7-chloro-2,3-dihydro-1H-1,4-benzodiazepin-2-one, obtainable by tosylation of the 3-hydroxy compound, in 50 ml. of dry acetonitrile are added. The mixture is stirred for 2 hours more and is worked up in the customary manner to give 1-cyclopropylmethyl-3-fluoro-5-phenyl-7-chloro-2...